Dataset: the Open Reaction Database (ORD), a public repository of structured organic reaction records. Task: describe an organic reaction: reactants, conditions, products, and yield The reactants are CS(=O)(=O)O (methanesulfonic acid), C(C(C)(C)C)(=O)Cl (pivaloyl chloride), CC=1C=C(C=C(C1O)C)C1C(OC2=C1C=C(C=C2C(C)(C)C)C(C)(C)C)=O (3-(3,5-dimethyl-4-hydroxyphenyl)-5,7-di-tert-butylbenzofuran-2-one), CC=1C=C(C=C(C1O)C)C1C(OC2=C1C=C(C=C2C(C)(C)C)C(C)(C)C)=O (3-(3,5-dimethyl-4-hydroxyphenyl)-5,7-ditert-butylbenzofuran-2-one). Run in C=1(C(=CC=CC1)C)C (xylene). The product is CC=1C=C(C=C(C1OC(C(C)(C)C)=O)C)C1C(OC2=C1C=C(C=C2C(C)(C)C)C(C)(C)C)=O (3-(3,5-dimethyl-4-pivaloyloxyphenyl)-5,7-di-tert-butylbenzofuran-2-one). Yield: 92.3%. As a reaction SMILES: [C:1](Cl)(=[O:6])[C:2]([CH3:5])([CH3:4])[CH3:3].[CH3:8][C:9]1[CH:10]=[C:11]([CH:17]2[C:21]3[CH:22]=[C:23]([C:30]([CH3:33])([CH3:32])[CH3:31])[CH:24]=[C:25]([C:26]([CH3:29])([CH3:28])[CH3:27])[C:20]=3[O:19][C:18]2=[O:34])[CH:12]=[C:13]([CH3:16])[C:14]=1[OH:15].CS(O)(=O)=O>C1(C)C(C)=CC=CC=1>[CH3:8][C:9]1[CH:10]=[C:11]([CH:17]2[C:21]3[CH:22]=[C:23]([C:30]([CH3:33])([CH3:32])[CH3:31])[CH:24]=[C:25]([C:26]([CH3:27])([CH3:28])[CH3:29])[C:20]=3[O:19][C:18]2=[O:34])[CH:12]=[C:13]([CH3:16])[C:14]=1[O:15][C:1](=[O:6])[C:2]([CH3:5])([CH3:4])[CH3:3]. Reported procedure: 180.1 g (1.49 mol) of pivaloyl chloride are added dropwise over a period of 25 minutes to a suspension of 274.5 g (0.75 mol) of 3-(3,5-dimethyl-4-hydroxyphenyl)-5,7-di-tert-butylbenzofuran-2-one, (compound (107), Table 1, Example 2) in 600 ml of xylene and 7.5 ml (115.7 mmol) of methanesulfonic acid which is stirred at 95° C. under a nitrogen atmosphere. The clear, homogeneous reaction mixture is then refluxed for another 2.5 hours and then concentrated under a slight vacuum. 50 ml of 1-butanol ... Starting materials: CO, CC1CN(C(=O)C(F)(F)F)CCc2cc(O)c(I)cc21, [Na+], [OH-], O. Yields the product CC1CNCCc2cc(O)c(I)cc21. RXN SMILES: [CH3:23][OH:24].[F:1][C:2]([F:3])([F:4])[C:19]([N:5]1[CH2:6][CH2:7][c:8]2[c:9]([cH:13][c:14]([I:18])[c:15]([OH:17])[cH:16]2)[CH:10]([CH3:12])[CH2:11]1)=[O:20].[Na+:22].[OH-:21].[OH2:25]>>[NH:5]1[CH2:6][CH2:7][c:8]2[c:9]([cH:13][c:14]([I:18])[c:15]([OH:17])[cH:16]2)[CH:10]([CH3:12])[CH2:11]1.